describe an organic reaction: reactants, conditions, products, and yield From a dataset of the Open Reaction Database (ORD), a public repository of structured organic reaction records. Starting materials: C=C1CC(=O)O1, N, C=CCOC(=O)CC(C)=O, C=CCO. Product: C=CCOC(=O)C=C(C)N. RXN SMILES: [CH2:1]=[C:2]1[O:3][C:4](=[O:5])[CH2:6]1.[NH3:21].[O:11]=[C:12]([CH2:13][C:14](=[O:15])[O:16][CH2:17][CH:18]=[CH2:19])[CH3:20].[OH:7][CH2:8][CH:9]=[CH2:10]>>[C:12](=[CH:13][C:14](=[O:15])[O:16][CH2:17][CH:18]=[CH2:19])([CH3:20])[NH2:21]. Starting materials: C(C)(=O)NCCC1=COC2=C1C=C(C=C2)C(=O)O (3-[2-(Acetylamino)ethyl]-1-benzofuran-5-carboxylic acid), S(=O)(Cl)Cl (thionyl chloride). Conditions: time 1 hour. Product: C(C)(=O)NCCC1=COC2=C1C=C(C=C2)C(=O)Cl (3-[2-(Acetylamino)ethyl]-1-benzofuran-5-carboxylic acid chloride). Reaction SMILES: [C:1]([NH:4][CH2:5][CH2:6][C:7]1[C:11]2[CH:12]=[C:13]([C:16]([OH:18])=O)[CH:14]=[CH:15][C:10]=2[O:9][CH:8]=1)(=[O:3])[CH3:2].S(Cl)([Cl:21])=O>>[C:1]([NH:4][CH2:5][CH2:6][C:7]1[C:11]2[CH:12]=[C:13]([C:16]([Cl:21])=[O:18])[CH:14]=[CH:15][C:10]=2[O:9][CH:8]=1)(=[O:3])[CH3:2]. Procedure: 5 mmol of the product obtained in Step E are dissolved in 40 ml of thionyl chloride. After stirring under an inert atmosphere for 1 hour, the thionyl chloride is removed by evaporation under reduced pressure to yield the title product. Starting materials: COC=1C(=C2COC(C2=C(C1OC)[N+](=O)[O-])=O)[N+](=O)[O-] (5,6-Dimethoxy-4,7-dinitro-3H-isobenzofuran-1-one), Cl (HCl). Run in C(C)(=O)O (acetic acid). The product is OC=1C(=C2COC(C2=C(C1OC)[N+](=O)[O-])=O)[N+](=O)[O-] (5-Hydroxy-6-methoxy-4,7-dinitro-3H-isobenzofuran-1-one). Reaction SMILES: C[O:2][C:3]1[C:4]([N+:18]([O-:20])=[O:19])=[C:5]2[C:9](=[C:10]([N+:14]([O-:16])=[O:15])[C:11]=1[O:12][CH3:13])[C:8](=[O:17])[O:7][CH2:6]2.Cl>C(O)(=O)C>[OH:2][C:3]1[C:4]([N+:18]([O-:20])=[O:19])=[C:5]2[C:9](=[C:10]([N+:14]([O-:16])=[O:15])[C:11]=1[O:12][CH3:13])[C:8](=[O:17])[O:7][CH2:6]2. Procedure details: 5,6-Dimethoxy-4,7-dinitro-3H-isobenzofuran-1-one (450 mg), acetic acid (15 ml) and 37% aqueous HCl (3 ml) were refluxed for 7.25 hours. The acetic acid and water were evaporated in vacuo. The residue was purified by column chromatography (toluene-ethyl acetate-methanol 8:1:1). Reaction SMILES: [CH2:8]([Li:9])[CH2:10][CH2:11][CH3:12].[CH:1]([NH:2][CH:3]([CH3:4])[CH3:5])([CH3:6])[CH3:7].[Cl-:44].[Cl-:46].[I:32][c:33]1[cH:34][cH:35][cH:36][cH:37][cH:38]1.[O:39]1[CH2:40][CH2:41][CH2:42][CH2:43]1.[Pd:47].[Zn+2:45].[c:105]1([P:106]([c:107]2[cH:108][cH:109][cH:110][cH:111][cH:112]2)[c:113]2[cH:114][cH:115][cH:116][cH:117][cH:118]2)[cH:119][cH:120][cH:121][cH:122][cH:123]1.[c:13]1([S:19](=[O:20])(=[O:21])[n:22]2[cH:23][cH:24][c:25]3[c:26]2[n:27][cH:28][n:29][c:30]3[Cl:31])[cH:14][cH:15][cH:16][cH:17][cH:18]1.[c:48]1([P:49]([c:50]2[cH:51][cH:52][cH:53][cH:54][cH:55]2)[c:56]2[cH:57][cH:58][cH:59][cH:60][cH:61]2)[cH:62][cH:63][cH:64][cH:65][cH:66]1.[c:67]1([P:68]([c:69]2[cH:70][cH:71][cH:72][cH:73][cH:74]2)[c:75]2[cH:76][cH:77][cH:78][cH:79][cH:80]2)[cH:81][cH:82][cH:83][cH:84][cH:85]1.[c:86]1([P:87]([c:88]2[cH:89][cH:90][cH:91][cH:92][cH:93]2)[c:94]2[cH:95][cH:96][cH:97][cH:98][cH:99]2)[cH:100][cH:101][cH:102][cH:103][cH:104]1>>[c:13]1([S:19](=[O:20])(=[O:21])[n:22]2[c:23](-[c:33]3[cH:34][cH:35][cH:36][cH:37][cH:38]3)[cH:24][c:25]3[c:26]2[n:27][cH:28][n:29][c:30]3[Cl:31])[cH:14][cH:15][cH:16][cH:17][cH:18]1. Reactants: [Li]CCCC, CC(C)NC(C)C, [Cl-], [Cl-], Ic1ccccc1, C1CCOC1, [Pd], [Zn+2], c1ccc(P(c2ccccc2)c2ccccc2)cc1, O=S(=O)(c1ccccc1)n1ccc2c(Cl)ncnc21, c1ccc(P(c2ccccc2)c2ccccc2)cc1, c1ccc(P(c2ccccc2)c2ccccc2)cc1, c1ccc(P(c2ccccc2)c2ccccc2)cc1. The product is O=S(=O)(c1ccccc1)n1c(-c2ccccc2)cc2c(Cl)ncnc21. Reactants: CN(C)C=O, CC(O)COc1ccc(Oc2cc(F)cc(F)c2)cc1, Fc1ccccn1, [H-], [H][H], [Na+], O. The product is CC(COc1ccc(Oc2cc(F)cc(F)c2)cc1)Oc1ccccn1. Reaction SMILES: [CH3:32][N:33]([CH3:34])[CH:35]=[O:36].[CH3:3][CH:4]([CH2:5][O:6][c:7]1[cH:8][cH:9][c:10]([O:13][c:14]2[cH:15][c:16]([F:21])[cH:17][c:18]([F:20])[cH:19]2)[cH:11][cH:12]1)[OH:22].[F:25][c:26]1[n:27][cH:28][cH:29][cH:30][cH:31]1.[H-:1].[H:23][H:24].[Na+:2].[OH2:37]>>[CH3:3][CH:4]([CH2:5][O:6][c:7]1[cH:8][cH:9][c:10]([O:13][c:14]2[cH:15][c:16]([F:21])[cH:17][c:18]([F:20])[cH:19]2)[cH:11][cH:12]1)[O:22][c:26]1[n:27][cH:28][cH:29][cH:30][cH:31]1. Reactants: Brc1c2ccccc2cc2ccccc12, O=C([O-])[O-], COCCOC, OB(O)c1ccc(C(F)(F)F)cc1, [K+], [K+], Cc1ccccc1P(c1ccccc1C)c1ccccc1C. Product: FC(F)(F)c1ccc(-c2c3ccccc3cc3ccccc23)cc1. As a reaction SMILES: [Br:1][c:2]1[c:3]2[cH:4][cH:5][cH:6][cH:7][c:8]2[cH:9][c:10]2[cH:11][cH:12][cH:13][cH:14][c:15]12.[C:51](=[O:52])([O-:53])[O-:54].[CH3:57][O:58][CH2:59][CH2:60][O:61][CH3:62].[F:16][C:17]([c:18]1[cH:19][cH:20][c:21]([B:24]([OH:25])[OH:26])[cH:22][cH:23]1)([F:27])[F:28].[K+:55].[K+:56].[c:29]1([CH3:30])[cH:31][cH:32][cH:33][cH:34][c:35]1[P:36]([c:37]1[cH:38][cH:39][cH:40][cH:41][c:42]1[CH3:43])[c:44]1[cH:45][cH:46][cH:47][cH:48][c:49]1[CH3:50]>>[c:2]1(-[c:21]2[cH:20][cH:19][c:18]([C:17]([F:16])([F:27])[F:28])[cH:23][cH:22]2)[c:3]2[cH:4][cH:5][cH:6][cH:7][c:8]2[cH:9][c:10]2[cH:11][cH:12][cH:13][cH:14][c:15]12. Reactants: NC1=NC(=NC(=C1[N+](=O)[O-])Cl)Cl (4-amino-2,6-dichloro-5-nitropyrimidine), O (water), [H][H] (hydrogen), [H][H] (hydrogen). Reagents/catalysts: [Ni] (Raney nickel). Run in CO (methanol). The product is NC1=NC(=NC(=C1N)Cl)Cl (4,5-Diamino-2,6-dichloropyrimidine). As a reaction SMILES: [NH2:1][C:2]1[C:7]([N+:8]([O-])=O)=[C:6]([Cl:11])[N:5]=[C:4]([Cl:12])[N:3]=1.[H][H].O>CO.[Ni]>[NH2:1][C:2]1[C:7]([NH2:8])=[C:6]([Cl:11])[N:5]=[C:4]([Cl:12])[N:3]=1. Reported procedure: To a solution of 4-amino-2,6-dichloro-5-nitropyrimidine, prepared as described in a), in methanol (30 ml), was added Raney nickel freshly prepared from 500 mg of alloy. The reaction mixture was stirred 20 hours in the hydrogen atmosphere. Then a new catalyst, prepared from 500 mg of alloy, was added and the reaction mixture was stirred next 24 hours in the hydrogen atmosphere. The catalyst was removed, the reaction mixture was concentrated in vacuo and the residue was extracted with hot water. P...